This data is from the Open Reaction Database (ORD), a public repository of structured organic reaction records. The task is: describe an organic reaction: reactants, conditions, products, and yield The reactants are NC=1C=C(CC2=NNC(C3=CC=CC=C23)=O)C=CC1F (4-(3-amino-4-fluorobenzyl)-2H-phthalazin-1-one), CC1C(OC(C1)=O)=O (3-methyldihydrofuran-2,5-dione), C1(=CC=CC=C1)C (toluene). The solvent is O (water). The product is FC1=C(C=C(C=C1)CC1=NNC(C2=CC=CC=C12)=O)NC(CC(C(=O)O)C)=O (N-[2-fluoro-5-(4-oxo-3,4-dihydrophthalazin-1-ylmethyl)phenyl]-2-methylsuccinamic acid). Reaction SMILES: [NH2:1][C:2]1[CH:3]=[C:4]([CH:17]=[CH:18][C:19]=1[F:20])[CH2:5][C:6]1[C:15]2[C:10](=[CH:11][CH:12]=[CH:13][CH:14]=2)[C:9](=[O:16])[NH:8][N:7]=1.[CH3:21][CH:22]1[CH2:26][C:25](=[O:27])[O:24][C:23]1=[O:28].C1(C)C=CC=CC=1>O>[F:20][C:19]1[CH:18]=[CH:17][C:4]([CH2:5][C:6]2[C:15]3[C:10](=[CH:11][CH:12]=[CH:13][CH:14]=3)[C:9](=[O:16])[NH:8][N:7]=2)=[CH:3][C:2]=1[NH:1][C:25](=[O:27])[CH2:26][CH:22]([CH3:21])[C:23]([OH:28])=[O:24]. Procedure: A stirred mixture of 4-(3-amino-4-fluorobenzyl)-2H-phthalazin-1-one (2.02 g, 7.5 mmol; prepared in a manner similar to that described in Example 23), 3-methyldihydrofuran-2,5-dione (0.856 g, 7.5 mmol) and toluene (100 ml) was heated under reflux for 2.5 hours (for the first 30 minutes of this period, traces of water in the mixture were removed by azeotropic distillation). The resulting solid was collected by filtration from the hot mixture, washed with toluene (20 ml) and dried in vacuo to give ... Reactants: Cc1ccccc1S(=O)(=O)Nc1cc(Br)sc1C(=O)OC(C)(C)C, O=C([O-])[O-], Cc1ccc(B(O)O)cc1, Cc1ccccc1, CO, Cc1ccccc1, [Na+], [Na+], c1ccc(P(c2ccccc2)(c2ccccc2)[Pd](P(c2ccccc2)(c2ccccc2)c2ccccc2)(P(c2ccccc2)(c2ccccc2)c2ccccc2)P(c2ccccc2)(c2ccccc2)c2ccccc2)cc1. Yields the product Cc1ccc(-c2cc(NS(=O)(=O)c3ccccc3C)c(C(=O)OC(C)(C)C)s2)cc1. As a reaction SMILES: [C:11]([CH3:12])([CH3:13])([CH3:14])[O:15][C:16](=[O:17])[c:18]1[s:19][c:20]([Br:34])[cH:21][c:22]1[NH:23][S:24](=[O:25])(=[O:26])[c:27]1[c:28]([CH3:33])[cH:29][cH:30][cH:31][cH:32]1.[C:44](=[O:45])([O-:46])[O-:47].[CH3:1][c:2]1[cH:3][cH:4][c:5]([B:8]([OH:9])[OH:10])[cH:6][cH:7]1.[CH3:35][c:36]1[cH:37][cH:38][cH:39][cH:40][cH:41]1.[CH3:42][OH:43].[CH3:50][c:51]1[cH:52][cH:53][cH:54][cH:55][cH:56]1.[Na+:48].[Na+:49].[cH:57]1[cH:58][cH:59][c:60]([P:61]([Pd:62]([P:63]([c:64]2[cH:65][cH:66][cH:67][cH:68][cH:69]2)([c:70]2[cH:71][cH:72][cH:73][cH:74][cH:75]2)[c:76]2[cH:77][cH:78][cH:79][cH:80][cH:81]2)([P:82]([c:83]2[cH:84][cH:85][cH:86][cH:87][cH:88]2)([c:89]2[cH:90][cH:91][cH:92][cH:93][cH:94]2)[c:95]2[cH:96][cH:97][cH:98][cH:99][cH:100]2)[P:101]([c:102]2[cH:103][cH:104][cH:105][cH:106][cH:107]2)([c:108]2[cH:109][cH:110][cH:111][cH:112][cH:113]2)[c:114]2[cH:115][cH:116][cH:117][cH:118][cH:119]2)([c:120]2[cH:121][cH:122][cH:123][cH:124][cH:125]2)[c:126]2[cH:127][cH:128][cH:129][cH:130][cH:131]2)[cH:132][cH:133]1>>[CH3:1][c:2]1[cH:3][cH:4][c:5](-[c:20]2[s:19][c:18]([C:16]([O:15][C:11]([CH3:12])([CH3:13])[CH3:14])=[O:17])[c:22]([NH:23][S:24](=[O:25])(=[O:26])[c:27]3[c:28]([CH3:33])[cH:29][cH:30][cH:31][cH:32]3)[cH:21]2)[cH:6][cH:7]1. The reactants are C([O-])(O)=O.[Na+] (sodium bicarbonate), Tosic acid monohydrate, C1(CCCCC1)N(C(CCOCCC1=CC(=CC=C1)CN1CCC2(CN(CCO2)C(=O)C=2N=C(SC2)C)CC1)=O)CC(OC)OC (N-cyclohexyl-N-(2,2-dimethoxyethyl)-3-(3-((4-(2-methylthiazole-4-carbonyl)-1-oxa-4,9-diazaspiro[5.5]undecan-9-yl)methyl)phenethoxy)propanamide), acetal. The solvent is C(Cl)Cl (DCM). Yields the product C1(CCCCC1)N(C(CCOCCC1=CC(=CC=C1)CN1CCC2(CN(CCO2)C(=O)C=2N=C(SC2)C)CC1)=O)CC=O (N-Cyclohexyl-3-(3-((4-(2-methylthiazole-4-carbonyl)-1-oxa-4,9-diazaspiro[5.5]undecan-9-yl)methyl)phenethoxy)-N-(2-oxoethyl)propanamide). RXN SMILES: [CH:1]1([N:7]([CH2:41][CH:42](OC)[O:43]C)[C:8](=[O:40])[CH2:9][CH2:10][O:11][CH2:12][CH2:13][C:14]2[CH:19]=[CH:18][CH:17]=[C:16]([CH2:20][N:21]3[CH2:39][CH2:38][C:24]4([O:29][CH2:28][CH2:27][N:26]([C:30]([C:32]5[N:33]=[C:34]([CH3:37])[S:35][CH:36]=5)=[O:31])[CH2:25]4)[CH2:23][CH2:22]3)[CH:15]=2)[CH2:6][CH2:5][CH2:4][CH2:3][CH2:2]1.C(=O)(O)[O-].[Na+]>C(Cl)Cl>[CH:1]1([N:7]([CH2:41][CH:42]=[O:43])[C:8](=[O:40])[CH2:9][CH2:10][O:11][CH2:12][CH2:13][C:14]2[CH:19]=[CH:18][CH:17]=[C:16]([CH2:20][N:21]3[CH2:39][CH2:38][C:24]4([O:29][CH2:28][CH2:27][N:26]([C:30]([C:32]5[N:33]=[C:34]([CH3:37])[S:35][CH:36]=5)=[O:31])[CH2:25]4)[CH2:23][CH2:22]3)[CH:15]=2)[CH2:6][CH2:5][CH2:4][CH2:3][CH2:2]1 |f:1.2|. Reported procedure: Tosic acid monohydrate (1.38 g) was added to a solution of N-cyclohexyl-N-(2,2-dimethoxyethyl)-3-(3-((4-(2-methylthiazole-4-carbonyl)-1-oxa-4,9-diazaspiro[5.5]undecan-9-yl)methyl)phenethoxy)propanamide (0.68 g) in DCM (10 mL) and the resulting mixture stirred at RT until consumption of the acetal was complete (4 h). Saturated sodium bicarbonate solution (10 mL) was cautiously added and the mixture was stirred until bubbling ceased (10 min). The reaction mixture was diluted with DCM (50 mL) and t... Starting materials: BrC1=NC=C(C(=O)O)C=C1 (6-bromonicotinic acid), C1(CC1)C1=CC(=C(C=C1)N1CCNCC1)C (1-(4-cyclopropyl-2-methylphenyl)piperazine), O.[Cl-].COC1=NC(=NC(=N1)OC)[N+]1(CCOCC1)C (4-(4,6-dimethoxy[1.3.5]triazin-2-yl)-4-methylmorpholinium chloride hydrate), O (Water). Run in CO (methanol). Run at time 8 hour. Yields the product BrC1=CC=C(C=N1)C(=O)N1CCN(CC1)C1=C(C=C(C=C1)C1CC1)C ((6-bromopyridin-3-yl)[4-(4-cyclopropyl-2-methylphenyl)piperazin-1-yl]methanone). The yield is 99.4%. RXN SMILES: [Br:1][C:2]1[CH:10]=[CH:9][C:5]([C:6]([OH:8])=O)=[CH:4][N:3]=1.[CH:11]1([C:14]2[CH:19]=[CH:18][C:17]([N:20]3[CH2:25][CH2:24][NH:23][CH2:22][CH2:21]3)=[C:16]([CH3:26])[CH:15]=2)[CH2:13][CH2:12]1.O.[Cl-].COC1N=C(OC)N=C([N+]2(C)CCOCC2)N=1.O>CO>[Br:1][C:2]1[N:3]=[CH:4][C:5]([C:6]([N:23]2[CH2:24][CH2:25][N:20]([C:17]3[CH:18]=[CH:19][C:14]([CH:11]4[CH2:13][CH2:12]4)=[CH:15][C:16]=3[CH3:26])[CH2:21][CH2:22]2)=[O:8])=[CH:9][CH:10]=1 |f:2.3.4|. Reported procedure: By reaction and treatment in the same manner as in Preparation Example 15 and using 4-bromo-2-methylaniline (3 g), N,N-bis(2-chloroethyl)-4-methylbenzenesulfonamide (5.65 g) and cyclopropylboronic acid (721 mg), 1-(4-cyclopropyl-2-methylphenyl)piperazine (640 mg) was obtained. To a solution (7 mL) of 6-bromonicotinic acid (132 mg) in methanol were added 1-(4-cyclopropyl-2-methylphenyl)piperazine (150 mg) and 4-(4,6-dimethoxy[1.3.5]triazin-2-yl)-4-methylmorpholinium chloride hydrate (DMT-MM) (217...